Dataset: the Open Reaction Database (ORD), a public repository of structured organic reaction records. Task: describe an organic reaction: reactants, conditions, products, and yield Procedure: Ethyl 5,6-dichloronicotinate (1 g, 4.54 mmol), 3-fluoro-4-methoxyphenylboronic acid (0.965 g, 5.68 mmol), 1,1′-bis(diphenylphosphino)ferrocene-palladium(II)dichloride dichloromethane complex (0.371 g, 0.454 mmol), cesium carbonate (3.26 g, 10.00 mmol) and THF (30 mL) were refluxed in an 80° C. oil bath under N2 for 2.5 hrs. Volatiles were removed under reduced pressure. The pot residue was worked up with brine, extracted with ethyl acetate, dried over Na2SO4, filtered and evaporated to afford a ... As a reaction SMILES: [Cl:1][C:2]1[C:3](Cl)=[N:4][CH:5]=[C:6]([CH:12]=1)[C:7]([O:9][CH2:10][CH3:11])=[O:8].[F:14][C:15]1[CH:16]=[C:17](B(O)O)[CH:18]=[CH:19][C:20]=1[O:21][CH3:22].C(=O)([O-])[O-].[Cs+].[Cs+]>C1COCC1>[Cl:1][C:2]1[CH:12]=[C:6]([C:7]([O:9][CH2:10][CH3:11])=[O:8])[CH:5]=[N:4][C:3]=1[C:17]1[CH:18]=[CH:19][C:20]([O:21][CH3:22])=[C:15]([F:14])[CH:16]=1 |f:2.3.4|. Yields the product ClC=1C=C(C=NC1C1=CC(=C(C=C1)OC)F)C(=O)OCC (Ethyl 5-chloro-6-(3-fluoro-4-methoxyphenyl)pyridine-3-carboxylate). Starting materials: ClC=1C(=NC=C(C(=O)OCC)C1)Cl (Ethyl 5,6-dichloronicotinate), FC=1C=C(C=CC1OC)B(O)O (3-fluoro-4-methoxyphenylboronic acid), C([O-])([O-])=O.[Cs+].[Cs+] (cesium carbonate). The solvent is C1CCOC1 (THF). The reactants are C(#N)[C@H](CC(C)C)NC(=O)[C@H]1[C@H](CCCC1)N ((1R,2S)-2-Amino-cyclohexanecarboxylic acid ((S)-1-cyano-3-methyl-butyl)-amide), ClCCCN1C(=CC2=CC=CC=C12)C(=O)O (1-(3-chloro-propyl)-1H-indole-2-carboxylic acid). Yields the product C(#N)[C@H](CC(C)C)NC(=O)[C@H]1[C@H](CCCC1)NC(=O)C=1N(C2=CC=CC=C2C1)CCCCl (1-(3-chloro-propyl)-1H-indole-2-carboxylic acid [(1S,2R)-2-((S)-1-cyano-3-methyl-butylcarbamoyl)-cyclohexyl]-amide). Reaction SMILES: [C:1]([C@@H:3]([NH:8][C:9]([C@@H:11]1[CH2:16][CH2:15][CH2:14][CH2:13][C@@H:12]1[NH2:17])=[O:10])[CH2:4][CH:5]([CH3:7])[CH3:6])#[N:2].[Cl:18][CH2:19][CH2:20][CH2:21][N:22]1[C:30]2[C:25](=[CH:26][CH:27]=[CH:28][CH:29]=2)[CH:24]=[C:23]1[C:31](O)=[O:32]>>[C:1]([C@@H:3]([NH:8][C:9]([C@@H:11]1[CH2:16][CH2:15][CH2:14][CH2:13][C@@H:12]1[NH:17][C:31]([C:23]1[N:22]([CH2:21][CH2:20][CH2:19][Cl:18])[C:30]2[C:25]([CH:24]=1)=[CH:26][CH:27]=[CH:28][CH:29]=2)=[O:32])=[O:10])[CH2:4][CH:5]([CH3:7])[CH3:6])#[N:2]. Reported procedure: (1R,2S)-2-Amino-cyclohexanecarboxylic acid ((S)-1-cyano-3-methyl-butyl)-amide was coupled with afford 1-(3-chloro-propyl)-1H-indole-2-carboxylic acid using the procedure of Example 11 to yield 1-(3-chloro-propyl)-1H-indole-2-carboxylic acid [(1S,2R)-2-((S)-1-cyano-3-methyl-butylcarbamoyl)-cyclohexyl]-amide. Starting materials: [H-].[Al+3].[Li+].[H-].[H-].[H-] (LAH), [H-].[Al+3].[Li+].[H-].[H-].[H-] (lithium aluminum hydride), C(C)(C)(C)C1CCC2(CC(CO2)C#N)CC1 (8-t-butyl-3-cyano-1-oxaspiro-(4,5)decane). Run in C1CCOC1 (THF), C1CCOC1 (THF). The product is C(C)(C)(C)C1CCC2(CC(CO2)CN)CC1 (8-t-butyl-3-aminomethyl-1-oxaspiro(4,5)decane). The yield is 65.7%. Reaction SMILES: [H-].[Al+3].[Li+].[H-].[H-].[H-].[C:7]([CH:11]1[CH2:22][CH2:21][C:14]2([O:18][CH2:17][CH:16]([C:19]#[N:20])[CH2:15]2)[CH2:13][CH2:12]1)([CH3:10])([CH3:9])[CH3:8]>C1COCC1>[C:7]([CH:11]1[CH2:22][CH2:21][C:14]2([O:18][CH2:17][CH:16]([CH2:19][NH2:20])[CH2:15]2)[CH2:13][CH2:12]1)([CH3:10])([CH3:8])[CH3:9] |f:0.1.2.3.4.5|. Procedure details: To a solution of lithium aluminum hydride (LAH) (2.19 g, 58 mmol) in THF (100 ml) was added 8-t-butyl-3-cyano-1-oxaspiro-(4,5)decane (8.5 g, 38.5 mmol) in THF (25 ml). The reaction mixture was refluxed for 3 hours. After cooling excess LAH was carefully destroyed by addition of saturated, aqueous sodium sulfate solution. The reaction mixture was filtrated from insoluble material and the filtrate was evaporated in vacuo. The pale yellow oil (8.6 g) was purified by Kugelrohr distillation (125°-135... Starting materials: C(=O)(O)[O-].[Na+] (NaHCO3), BrC1=CC=C(C=O)C=C1 (4-bromobenzaldehyde), C[C@H]1N([C@H](CNC1)C)C(=O)OC(C)(C)C (1,1-dimethylethyl (2R,6S)-2,6-dimethyl-1-piperazinecarboxylate), C(C)(=O)O[BH-](OC(C)=O)OC(C)=O.[Na+] (sodium triacetoxyborohydride). Solvent: ClCCCl (1,2-DCE). Run at time 3 day. Product: BrC1=CC=C(C=C1)CN1C[C@H](N([C@H](C1)C)C(=O)OC(C)(C)C)C (1,1-Dimethylethyl (2R,6S)-4-[(4-bromophenyl)methyl]-2,6-dimethyl-1-piperazinecarboxylate). Isolated yield 91.8%. Reaction SMILES: [Br:1][C:2]1[CH:9]=[CH:8][C:5]([CH:6]=O)=[CH:4][CH:3]=1.[CH3:10][C@@H:11]1[CH2:16][NH:15][CH2:14][C@H:13]([CH3:17])[N:12]1[C:18]([O:20][C:21]([CH3:24])([CH3:23])[CH3:22])=[O:19].C(O[BH-](OC(=O)C)OC(=O)C)(=O)C.[Na+].C([O-])(O)=O.[Na+]>ClCCCl>[Br:1][C:2]1[CH:9]=[CH:8][C:5]([CH2:6][N:15]2[CH2:16][C@H:11]([CH3:10])[N:12]([C:18]([O:20][C:21]([CH3:22])([CH3:24])[CH3:23])=[O:19])[C@H:13]([CH3:17])[CH2:14]2)=[CH:4][CH:3]=1 |f:2.3,4.5|. Reported procedure: A mixture of 4-bromobenzaldehyde (1.85 g, 10 mmol), 1,1-dimethylethyl (2R,6S)-2,6-dimethyl-1-piperazinecarboxylate (2.15 g, 10 mmol) and sodium triacetoxyborohydride (3.18 g) in 1,2-DCE (35 ml) was stirred at room temperature for 3 days. Saturated aq. NaHCO3 solution was added and the mixture stirred for 30 mins. The product was extracted into EtOAc and the extracts dried (Na2SO4) and concentrated. The residue was dissolved in DCM and treated with PS-hydrazine resin with stirring for 2 h. The re...